This data is from the Open Reaction Database (ORD), a public repository of structured organic reaction records. The task is: describe an organic reaction: reactants, conditions, products, and yield The reactants are CS(=O)c1ncc2ccc(-c3cccc(S(=O)(=O)NC(C)(C)C)c3)n2n1, CN1CCOc2ccc(N)cc21. Product: CN1CCOc2ccc(Nc3ncc4ccc(-c5cccc(S(=O)(=O)NC(C)(C)C)c5)n4n3)cc21. RXN SMILES: [C:1]([CH3:2])([CH3:3])([CH3:4])[NH:5][S:6](=[O:7])(=[O:8])[c:9]1[cH:10][c:11](-[c:15]2[cH:16][cH:17][c:18]3[cH:19][n:20][c:21]([S:24]([CH3:25])=[O:26])[n:22][n:23]23)[cH:12][cH:13][cH:14]1.[CH3:27][N:28]1[CH2:29][CH2:30][O:31][c:32]2[c:33]1[cH:34][c:35]([NH2:38])[cH:36][cH:37]2>>[C:1]([CH3:2])([CH3:3])([CH3:4])[NH:5][S:6](=[O:7])(=[O:8])[c:9]1[cH:10][c:11](-[c:15]2[cH:16][cH:17][c:18]3[cH:19][n:20][c:21]([NH:38][c:35]4[cH:34][c:33]5[c:32]([cH:37][cH:36]4)[O:31][CH2:30][CH2:29][N:28]5[CH3:27])[n:22][n:23]23)[cH:12][cH:13][cH:14]1. The reactants are FC(COCCCCl)(C(C(F)(F)F)(F)F)F (3-(2,2,3,3,4,4,4-heptafluorobutoxy)propyl chloride), C(CCCCCCCCC)OC=1C=NC(=NC1)C1=CC=C(C=C1)O (5-decyloxy-2-(4-hydroxyphenyl)pyrimidine). The product is C(CCCCCCCCC)OC=1C=NC(=NC1)C1=CC=C(C=C1)OCCCOCC(C(C(F)(F)F)(F)F)(F)F (5-Decyloxy-2-[4-(3-(2,2,3,3,4,4,4-heptafluorobutoxy)propoxy)phenyl]pyrimidine), crude product. As a reaction SMILES: [F:1][C:2]([F:16])([C:9]([F:15])([F:14])[C:10]([F:13])([F:12])[F:11])[CH2:3][O:4][CH2:5][CH2:6][CH2:7]Cl.[CH2:17]([O:27][C:28]1[CH:29]=[N:30][C:31]([C:34]2[CH:39]=[CH:38][C:37]([OH:40])=[CH:36][CH:35]=2)=[N:32][CH:33]=1)[CH2:18][CH2:19][CH2:20][CH2:21][CH2:22][CH2:23][CH2:24][CH2:25][CH3:26]>>[CH2:17]([O:27][C:28]1[CH:29]=[N:30][C:31]([C:34]2[CH:35]=[CH:36][C:37]([O:40][CH2:7][CH2:6][CH2:5][O:4][CH2:3][C:2]([F:16])([F:1])[C:9]([F:15])([F:14])[C:10]([F:13])([F:12])[F:11])=[CH:38][CH:39]=2)=[N:32][CH:33]=1)[CH2:18][CH2:19][CH2:20][CH2:21][CH2:22][CH2:23][CH2:24][CH2:25][CH3:26]. Procedure details: The title compound was prepared essentially as in Example 1 by combining 3-(2,2,3,3,4,4,4-heptafluorobutoxy)propyl chloride (4.1 g of 68% purity, 10.7 mmol, prepared from 1,3-dichloropropane and 2,2,3,3,4,4,4-heptafluorobutanol) with 5-decyloxy-2-(4-hydroxyphenyl)pyrimidine (3.5 g, 10.7 mmol). The resulting crude product was isolated essentially as described in Example 3 and purified by chromatography on silica gel, eluting with 10 vol. % ethyl acetate in hexane, followed by Kugelrohr distillati...